This data is from the Open Reaction Database (ORD), a public repository of structured organic reaction records. The task is: describe an organic reaction: reactants, conditions, products, and yield Reactants: Example 3 ( A ), C(C)(=O)O.COP(=O)(CC(CC(C)C)C(N[C@@H](CC(C)C)C(NC)=O)=O)CN ((aminomethyl)[(RS)-4-methyl-2-[[(S)-3-methyl-1-(methylcarbamoyl)butyl]carbamoyl]pentyl]phosphinic acid methyl ester acetate), COC1=C2C(C(=O)OC2=O)=CC=C1 (3-methoxy-phthalic anhydride). The product is COP(=O)(CC(CC(C)C)C(N[C@@H](CC(C)C)C(NC)=O)=O)CN1C(C=2C(C1=O)=C(C=CC2)OC)=O ([(3-methoxyphthalimido)methyl][(RS)-4-methyl-2-[[(S)-3-methyl-1-(methylcarbamoyl)butyl]carbamoyl]pentyl]phosphinic acid methyl ester). Yield: 20.2%. As a reaction SMILES: C(O)(=O)C.[CH3:5][O:6][P:7]([CH2:27][NH2:28])([CH2:9][CH:10]([C:15](=[O:26])[NH:16][C@H:17]([C:22](=[O:25])[NH:23][CH3:24])[CH2:18][CH:19]([CH3:21])[CH3:20])[CH2:11][CH:12]([CH3:14])[CH3:13])=[O:8].[CH3:29][O:30][C:31]1[CH:41]=[CH:40][CH:39]=[C:33]2[C:34]([O:36][C:37](=O)[C:32]=12)=[O:35]>>[CH3:5][O:6][P:7]([CH2:27][N:28]1[C:37](=[O:36])[C:32]2=[C:31]([O:30][CH3:29])[CH:41]=[CH:40][CH:39]=[C:33]2[C:34]1=[O:35])([CH2:9][CH:10]([C:15](=[O:26])[NH:16][C@H:17]([C:22](=[O:25])[NH:23][CH3:24])[CH2:18][CH:19]([CH3:21])[CH3:20])[CH2:11][CH:12]([CH3:14])[CH3:13])=[O:8] |f:0.1|. Reported procedure: In a manner analogous to that described in Example 3 (A), from 0.4 g of (aminomethyl)[(RS)-4-methyl-2-[[(S)-3-methyl-1-(methylcarbamoyl)butyl]carbamoyl]pentyl]phosphinic acid methyl ester acetate and 0.178 g of 3-methoxy-phthalic anhydride, there was obtained 0.1 g of [(3-methoxyphthalimido)methyl][(RS)-4-methyl-2-[[(S)-3-methyl-1-(methylcarbamoyl)butyl]carbamoyl]pentyl]phosphinic acid methyl ester in the form of a colorless foam.